This data is from the Open Reaction Database (ORD), a public repository of structured organic reaction records. The task is: describe an organic reaction: reactants, conditions, products, and yield The reactants are Ferric chloride, [N-]=C=S.C(C)(C)(C)C=1C=CC=CC1 (3-(tert-Butyl)benzenisothiocyanate), NC=1C=C(OC2=CC(=NC=C2)NC(CN2CCC(CC2)C)=O)C=CC1NC (N-{4-[3-amino-4-(methylamino)phenoxy](2-pyridyl)}-2-(4-methylpiperidyl)acetamide), NC(=S)N (Thiourea). Run in CO (methanol). Conditions: time 15 hour. Product: C(C)(C)(C)C=1C=C(C=CC1)NC1=NC2=C(N1C)C=CC(=C2)OC2=CC(=NC=C2)NC(CN2CCC(CC2)C)=O (N-[4({2-[(3-tert-butylphenyl)amino]-1-methyl-1-H-benzimidazol-5-yl}oxy)pyridin-2-yl]-2-(4-methylpiperidin-1-yl)acetamide). As a reaction SMILES: [N-]=[C:2]=S.[C:4]([C:8]1[CH:9]=[CH:10][CH:11]=[CH:12][CH:13]=1)([CH3:7])([CH3:6])[CH3:5].[NH2:14][C:15]1[CH:16]=[C:17]([CH:36]=[CH:37][C:38]=1NC)[O:18][C:19]1[CH:24]=[CH:23][N:22]=[C:21]([NH:25][C:26](=[O:35])[CH2:27][N:28]2[CH2:33][CH2:32][CH:31]([CH3:34])[CH2:30][CH2:29]2)[CH:20]=1.[NH2:41][C:42]([NH2:44])=S>CO>[C:4]([C:8]1[CH:13]=[C:12]([NH:41][C:42]2[N:44]([CH3:2])[C:38]3[CH:37]=[CH:36][C:17]([O:18][C:19]4[CH:24]=[CH:23][N:22]=[C:21]([NH:25][C:26](=[O:35])[CH2:27][N:28]5[CH2:29][CH2:30][CH:31]([CH3:34])[CH2:32][CH2:33]5)[CH:20]=4)=[CH:16][C:15]=3[N:14]=2)[CH:11]=[CH:10][CH:9]=1)([CH3:7])([CH3:6])[CH3:5] |f:0.1|. Procedure: 3-(tert-Butyl)benzenisothiocyanate was added to a solution of N-{4-[3-amino-4-(methylamino)phenoxy](2-pyridyl)}-2-(4-methylpiperidyl)acetamide in methanol. Reaction was stirred at room temperature for 15 hours. Thiourea formation was confirmed by LC/MS. Ferric chloride was added and the resulting mixture was stirred at room temperature for 4 hours. After cyclization was complete by LC/MS the reaction mixture was concentrated and aqueous sodium carbonate was added until basic pH. The reaction mix... Reactants: FC(CC1=C(N)C=CC=C1)(F)F (2-(2,2,2-trifluoro-ethyl)-aniline), diazo, C(C)(=O)O (acetic acid), aqueous solution, N(=O)[O-].[Na+] (sodium nitrite). The solvent is O (water). Product: FC(C1=NNC2=CC=CC=C12)(F)F (3-trifluoromethyl-indazole). RXN SMILES: [F:1][C:2]([F:12])([F:11])[CH2:3][C:4]1[CH:10]=[CH:9][CH:8]=[CH:7][C:5]=1[NH2:6].C(O)(=O)C.[N:17]([O-])=O.[Na+]>O>[F:1][C:2]([F:11])([F:12])[C:3]1[C:4]2[C:5](=[CH:7][CH:8]=[CH:9][CH:10]=2)[NH:6][N:17]=1 |f:2.3|. Reported procedure: 18.9 parts of 2-(2,2,2-trifluoro-ethyl)-aniline are dissoved in 700 parts by volume of glacial acetic acid. 14 parts by volume of a 50% aqueous solution of sodium nitrite are poured at one go into this well stirred solution. The temperature of the mass rises from 20° C. 27° C. The stirring is maintained at ambient temperature for about 15 hours, after which the intermediate diazo derivative has totally disappeared. A large part of the acetic acid is eliminated by distillation in vacuum so as to ...